This data is from the Open Reaction Database (ORD), a public repository of structured organic reaction records. The task is: describe an organic reaction: reactants, conditions, products, and yield Starting materials: BrC1=CN=C2N1N=C(C=C2)NCCN2C(N(CC2)C(C)(C)C)=O (1-[2-(3-bromo-imidazo[1,2-b]pyridazin-6-ylamino)-ethyl]-3-tert-butyl-imidazolidin-2-one), Cl.NCC1=CC=C(C=C1)B(O)O ((4-aminomethylphenyl)boronic acid hydrochloride), C(=O)([O-])[O-].[K+].[K+] (K2CO3). Reagents/catalysts: Cl[Pd]([P](C1=CC=CC=C1)(C2=CC=CC=C2)C3=CC=CC=C3)([P](C4=CC=CC=C4)(C5=CC=CC=C5)C6=CC=CC=C6)Cl (dichlorobis(triphenylphosphine)palladium(II)). The solvent is CC#N (MeCN), CC#N.O (MeCN water). Conditions: temperature 150 celsius. Yields the product NCC1=CC=C(C=C1)C1=CN=C2N1N=C(C=C2)NCCN2C(N(CC2)C(C)(C)C)=O (1-{2-[3-(4-Aminomethyl-phenyl)-imidazo[1,2-b]pyridazin-6-ylamino]-ethyl}-3-tert-butyl-imidazolidin-2-one). Yield: 79.5%. RXN SMILES: Br[C:2]1[N:6]2[N:7]=[C:8]([NH:11][CH2:12][CH2:13][N:14]3[CH2:18][CH2:17][N:16]([C:19]([CH3:22])([CH3:21])[CH3:20])[C:15]3=[O:23])[CH:9]=[CH:10][C:5]2=[N:4][CH:3]=1.Cl.[NH2:25][CH2:26][C:27]1[CH:32]=[CH:31][C:30](B(O)O)=[CH:29][CH:28]=1.C([O-])([O-])=O.[K+].[K+]>CC#N.O.CC#N.Cl[Pd](Cl)([P](C1C=CC=CC=1)(C1C=CC=CC=1)C1C=CC=CC=1)[P](C1C=CC=CC=1)(C1C=CC=CC=1)C1C=CC=CC=1>[NH2:25][CH2:26][C:27]1[CH:32]=[CH:31][C:30]([C:2]2[N:6]3[N:7]=[C:8]([NH:11][CH2:12][CH2:13][N:14]4[CH2:18][CH2:17][N:16]([C:19]([CH3:22])([CH3:21])[CH3:20])[C:15]4=[O:23])[CH:9]=[CH:10][C:5]3=[N:4][CH:3]=2)=[CH:29][CH:28]=1 |f:1.2,3.4.5,6.7,^1:51,70|. Procedure details: A mixture of 1-[2-(3-bromo-imidazo[1,2-b]pyridazin-6-ylamino)-ethyl]-3-tert-butyl-imidazolidin-2-one (75 mg, 0.2 mmol), (4-aminomethylphenyl)boronic acid hydrochloride (49 mg, 0.26 mmol), K2CO3 (83 mg, 0.6 mmol) and dichlorobis(triphenylphosphine)palladium(II) (7 mg, 0.01 mmol) in MeCN/water (2.8 ml/0.7 ml) was heated in a microwave at 150° C. for 15 min. The reaction mixture was diluted with MeCN and filtered. The filtrate was subjected to preparative HPLC to give the titled compound (64.8 mg).... Reactants: Cl[Mg]c1ccccc1, O=C1c2ccccc2-c2ccsc21. Yields the product OC1(c2ccccc2)c2ccccc2-c2ccsc21. Reaction SMILES: [Cl:1][Mg:2][c:3]1[cH:4][cH:5][cH:6][cH:7][cH:8]1.[s:9]1[c:10]2[c:11]([cH:12][cH:13]1)-[c:14]1[cH:15][cH:16][cH:17][cH:18][c:19]1[C:20]2=[O:21]>>[c:3]1([C:20]2([OH:21])[c:10]3[s:9][cH:13][cH:12][c:11]3-[c:14]3[cH:15][cH:16][cH:17][cH:18][c:19]32)[cH:4][cH:5][cH:6][cH:7][cH:8]1. Starting materials: NC1=C(C=NN1CCOC(C1=CC=CC=C1)(C1=CC=CC=C1)C1=CC=CC=C1)CN ({5-amino-1-[2-(trityloxy)ethyl]pyrazol-4-yl}methylamine), C(=O)OCC (ethyl formate). Run at temperature 50 celsius, time 3 hour. Yields the product NC1=C(C=NN1CCOC(C1=CC=CC=C1)(C1=CC=CC=C1)C1=CC=CC=C1)CNC=O (N-{5-amino-1-[2-(trityloxy)ethyl]pyrazol-4-yl}methylformamide). As a reaction SMILES: [NH2:1][C:2]1[N:6]([CH2:7][CH2:8][O:9][C:10]([C:23]2[CH:28]=[CH:27][CH:26]=[CH:25][CH:24]=2)([C:17]2[CH:22]=[CH:21][CH:20]=[CH:19][CH:18]=2)[C:11]2[CH:16]=[CH:15][CH:14]=[CH:13][CH:12]=2)[N:5]=[CH:4][C:3]=1[CH2:29][NH2:30].[CH:31](OCC)=[O:32]>>[NH2:1][C:2]1[N:6]([CH2:7][CH2:8][O:9][C:10]([C:11]2[CH:16]=[CH:15][CH:14]=[CH:13][CH:12]=2)([C:23]2[CH:28]=[CH:27][CH:26]=[CH:25][CH:24]=2)[C:17]2[CH:18]=[CH:19][CH:20]=[CH:21][CH:22]=2)[N:5]=[CH:4][C:3]=1[CH2:29][NH:30][CH:31]=[O:32]. Reported procedure: A suspension of {5-amino-1-[2-(trityloxy)ethyl]pyrazol-4-yl}methylamine (19.7 g, 49.4 mmol) in ethyl formate (500 ml) was stirred at 50° C. for 3 hours. After evaporation of the solvent in vacuo, the residue was triturated with diisopropyl ether to give N-{5-amino-1-[2-(trityloxy)ethyl]pyrazol-4-yl}methylformamide (7.99 g) as a solid. Starting materials: O (water), ClC(C(=O)[O-])(Cl)Cl.[Na+] (sodium trichloroacetate), C(C)(=O)OC\C=C\C1=CC=CC=C1 (trans-cinnamyl acetate). The solvent is COCCOCCOC (diglyme), COCCOCCOC (diglyme). Yields the product C(C)(=O)OC[C@@H]1C([C@H]1C1=CC=CC=C1)(Cl)Cl ((2,2-dichloro-trans-3-phenyl-1-cyclopropyl)methyl acetate). Isolated yield 84.9%. Reaction SMILES: [Cl:1][C:2](Cl)([Cl:6])C([O-])=O.[Na+].[C:9]([O:12][CH2:13]/[CH:14]=[CH:15]/[C:16]1[CH:21]=[CH:20][CH:19]=[CH:18][CH:17]=1)(=[O:11])[CH3:10].O>COCCOCCOC>[C:9]([O:12][CH2:13][C@H:14]1[C@H:15]([C:16]2[CH:17]=[CH:18][CH:19]=[CH:20][CH:21]=2)[C:2]1([Cl:6])[Cl:1])(=[O:11])[CH3:10] |f:0.1|. Reported procedure: A solution of sodium trichloroacetate (27.8 g, 150 mmol) in diglyme (20 ml) was added dropwise over 1 hour to a solution of trans-cinnamyl acetate (8.81 g, 50 mmol) in diglyme (80 ml) at 120° C. to 135° C. and the reaction mixture was heated at 120° C. to 125° C. for 1 hour. The reaction mixture was cooled to room temperature, poured into water (300 ml), extracted with n-hexane (300 ml+3×50 ml) and dried over MgSO4. The solvent was removed and the residue was distilled under vacuum affording the...